Dataset: the Open Reaction Database (ORD), a public repository of structured organic reaction records. Task: describe an organic reaction: reactants, conditions, products, and yield The reactants are NC1=C2C(N(C(=NC2=CC=C1)C)C1C(NC(CC1)=O)=O)=O (3-(5-amino-2-methyl-4-oxoquinazolin-3(4H)-yl)piperidine-2,6-dione), CC=1OC(C2=C(N1)C=CC=C2[N+](=O)[O-])=O (2-methyl-5-nitro-4H-benzo[d][1,3]oxazin-4-one), NC1C(NC(CC1)=O)=O (3-aminopiperidine-2,6-dione), hydrate, ( a ). Yields the product CC1=NC2=CC=CC(=C2C(N1C1C(NC(CC1)=O)=O)=O)[N+](=O)[O-] (3-(2-methyl-5-nitro-4-oxoquinazolin-3(4H)-yl)piperidine-2,6-dione). Reaction SMILES: NC1C=CC=C2C=1C(=O)[N:5]([CH:13]1[CH2:18][CH2:17][C:16](=[O:19])[NH:15][C:14]1=[O:20])C(C)=N2.[CH3:22][C:23]1O[C:25](=[O:36])[C:26]2[C:32]([N+:33]([O-:35])=[O:34])=[CH:31][CH:30]=[CH:29][C:27]=2[N:28]=1.NC1CCC(=O)NC1=O>>[CH3:22][C:23]1[N:5]([CH:13]2[CH2:18][CH2:17][C:16](=[O:19])[NH:15][C:14]2=[O:20])[C:25](=[O:36])[C:26]2[C:27](=[CH:29][CH:30]=[CH:31][C:32]=2[N+:33]([O-:35])=[O:34])[N:28]=1. Procedure: In another embodiment, provided herein is a method for preparing 3-(5-amino-2-methyl-4-oxoquinazolin-3(4H)-yl)piperidine-2,6-dione, or an enantiomer or a mixture of enantiomers thereof; or a pharmaceutically acceptable salt, solvate, hydrate, or polymorph thereof; comprising the steps of (a) reacting 2-methyl-5-nitro-4H-benzo[d][1,3]oxazin-4-one with 3-aminopiperidine-2,6-dione or a salt thereof in a solvent in the presence of a coupling reagent to form 3-(2-methyl-5-nitro-4-oxoquinazolin-3(4H)-...